This data is from the Open Reaction Database (ORD), a public repository of structured organic reaction records. The task is: describe an organic reaction: reactants, conditions, products, and yield The reactants are C(C)OC(=O)C1CC2=C(N(C=3C=CC(=CC23)OCC2=CC=CC=C2)C)C1 (1,2,3,4-tetrahydro-7-phenylmethoxy-4-methylcyclopent[b]indole-2-carboxylic acid ethyl ester), CN (methylamine). Solvent: C(C)O (ethanol). Reaction conditions: temperature 100 celsius, time 6 day. Product: C1(=CC=CC=C1)COC1=CC=2C3=C(N(C2C=C1)C)CC(C3)C(=O)NC (1,2,3,4-Tetrahydro-7-phenylmethoxy-N,4 -dimethylcyclopent[b]indole-2-carboxylic acid amide). Isolated yield 69.8%. Reaction SMILES: C([O:3][C:4]([CH:6]1[CH2:26][C:9]2[N:10]([CH3:25])[C:11]3[CH:12]=[CH:13][C:14]([O:17][CH2:18][C:19]4[CH:24]=[CH:23][CH:22]=[CH:21][CH:20]=4)=[CH:15][C:16]=3[C:8]=2[CH2:7]1)=O)C.[CH3:27][NH2:28]>C(O)C>[C:19]1([CH2:18][O:17][C:14]2[CH:13]=[CH:12][C:11]3[N:10]([CH3:25])[C:9]4[CH2:26][CH:6]([C:4]([NH:28][CH3:27])=[O:3])[CH2:7][C:8]=4[C:16]=3[CH:15]=2)[CH:24]=[CH:23][CH:22]=[CH:21][CH:20]=1. Procedure details: In a 50 ml sealed tube, was added a solution of 1,2,3,4-tetrahydro-7-phenylmethoxy-4-methylcyclopent[b]indole-2-carboxylic acid ethyl ester (10 g, 0.03 mole) in 25 ml absolute ethanol, followed by methylamine (40% aqueous solution, 10 ml, 0.13 mole). After stirring at 100° C. for six days, the mixture was cooled. A tan solid precipitated, which was collected and dried to give 7.0 g of the product as a solid, m.p. 176°-177° C. A sample of this solid was recrystallized from ethanol/ether (1:1) to ... The reactants are OCC=1OC=C(C(C1)=O)OCC1=CC=CC=C1 (2-(hydroxymethyl)-5-[(phenylmethyl)oxy]-4H-pyran-4-one), N (ammonia), [OH-].[NH4+] (ammonium hydroxide). Run in C(C)O (ethanol). The product is OCC=1NC=C(C(C1)=O)OCC1=CC=CC=C1 (2-(Hydroxymethyl)-5-[(phenylmethyl)oxy]-4-oxo-1,4-dihydropyridine). As a reaction SMILES: [OH:1][CH2:2][C:3]1O[CH:5]=[C:6]([O:10][CH2:11][C:12]2[CH:17]=[CH:16][CH:15]=[CH:14][CH:13]=2)[C:7](=[O:9])[CH:8]=1.[NH3:18].[OH-].[NH4+]>C(O)C>[OH:1][CH2:2][C:3]1[NH:18][CH:5]=[C:6]([O:10][CH2:11][C:12]2[CH:17]=[CH:16][CH:15]=[CH:14][CH:13]=2)[C:7](=[O:9])[CH:8]=1 |f:2.3|. Reported procedure: A mixture of 2-(hydroxymethyl)-5-[(phenylmethyl)oxy]-4H-pyran-4-one (9.65 g, 41.59 mmole), 95 ml of concentrated ammonia and 20 ml of ethanol were heated at reflux overnight. An additional 75 ml of ammonium hydroxide was added, the mixture was refluxed for 2 hours and cooled. The resulting brown solid was filtered and washed with water until the washings were neutral. The crude product was suspended in ethanol, filtered, washed with ethanol and hexane and dried in vacuo. The yield of the title c... Starting materials: CCN=C=NCCCN(C)C.Cl (EDCI.HCl), BrC=1C=C(C(=CC1)N)N (4-bromobenzene-1,2-diamine), C(=O)(OC(C)(C)C)N1[C@H](C(=O)O)CCC1 (N-Boc-L-proline), ON1N=NC2=C1C=CC=C2 (1-hydroxybenzotriazole). The solvent is C(C)(=O)O (Acetic acid), C(Cl)Cl (CH2Cl2), C(Cl)Cl (CH2Cl2). Reaction conditions: temperature 65 celsius, time 19 hour. Yields the product N1=CNC2=C1C=CC=C2 (benzimidazole), foam. As a reaction SMILES: [CH3:1][CH2:2][N:3]=[C:4]=[N:5][CH2:6][CH2:7][CH2:8]N(C)C.Cl.Br[C:14]1C=C(N)C(N)=CC=1.C(N1CCC[C@H]1C(O)=O)(OC(C)(C)C)=O.ON1C2C=CC=CC=2N=N1>C(Cl)Cl.C(O)(=O)C>[N:5]1[C:6]2[CH:7]=[CH:8][CH:14]=[CH:1][C:2]=2[NH:3][CH:4]=1 |f:0.1|. Procedure: EDCI.HCl (2.348 g, 12.25 mmol) was added to a mixture of 4-bromobenzene-1,2-diamine (2.078 g, 11.11 mmol), N-Boc-L-proline (2.311 g, 10.74 mmol) and 1-hydroxybenzotriazole (1.742 g, 12.89 mmol) in CH2Cl2 (40 mL), and stirred at ambient conditions for 19 h. The mixture was then diluted with CH2Cl2, washed with water (2×), dried (brine; MgSO4), filtered, and concentrated in vacuo to provide a brown foam. Acetic acid (40 mL) was added to the foam, and the mixture was heated at 65° C. for 90 min. Th... Reactants: CC(=O)OCC1CC(n2cnc3cc(Cl)c(Cl)cc32)C(OC(C)=O)C1OC(C)=O, CN(C)C=O, O=C1CCC(=O)N1I. Yields the product CC(=O)OCC1CC(n2c(I)nc3cc(Cl)c(Cl)cc32)C(OC(C)=O)C1OC(C)=O. As a reaction SMILES: [C:1]([CH3:2])(=[O:3])[O:4][CH:5]1[CH:6]([O:26][C:27]([CH3:28])=[O:29])[CH:7]([CH2:21][O:22][C:23]([CH3:24])=[O:25])[CH2:8][CH:9]1[n:10]1[cH:11][n:12][c:13]2[c:14]1[cH:15][c:16]([Cl:20])[c:17]([Cl:19])[cH:18]2.[CH3:38][N:39]([CH3:40])[CH:41]=[O:42].[I:30][N:31]1[C:32](=[O:33])[CH2:34][CH2:35][C:36]1=[O:37]>>[C:1]([CH3:2])(=[O:3])[O:4][CH:5]1[CH:6]([O:26][C:27]([CH3:28])=[O:29])[CH:7]([CH2:21][O:22][C:23]([CH3:24])=[O:25])[CH2:8][CH:9]1[n:10]1[c:11]([I:30])[n:12][c:13]2[c:14]1[cH:15][c:16]([Cl:20])[c:17]([Cl:19])[cH:18]2. Reactants: ClCCN1S(N(CC1)C1=CC=CC=C1)(=O)=O (2-(2-Chloroethyl)-5-phenyl-1,2,5-thiadiazolidine-1,1-dioxide), Cl.ClCCNCCCl (N,N-bis(2-chloroethyl)amine hydrochloride). Solvent: C=1(C(=CC=CC1)C)C (xylene). Reaction conditions: temperature 100 celsius. Product: ClCCN(S(=O)(=O)NC1=CC=CC=C1)CCCl (N,N-bis(2-chloroethyl)-N′-phenylsulphamide). RXN SMILES: [Cl:1][CH2:2][CH2:3][N:4]1[CH2:8][CH2:7][N:6]([C:9]2[CH:14]=[CH:13][CH:12]=[CH:11][CH:10]=2)[S:5]1(=[O:16])=[O:15].Cl.[Cl:18]CCNCCCl>C1(C)C(C)=CC=CC=1>[Cl:1][CH2:2][CH2:3][N:4]([CH2:8][CH2:7][Cl:18])[S:5]([NH:6][C:9]1[CH:14]=[CH:13][CH:12]=[CH:11][CH:10]=1)(=[O:16])=[O:15] |f:1.2|. Procedure details: 66 g of the product obtained in Step 1 above are added to a suspension of 38.6 g of N,N-bis(2-chloroethyl)amine hydrochloride in 265 ml of xylene heated to 100° C. The reaction mixture is heated at 140° C. for 12 hours and, after cooling, filtered over a frit. The filtrate is concentrated and then purified by flash chromatography (eluant CH2Cl2/AcOEt: 95/5) to yield the expected product. Starting materials: O (water), OC1=C(C=O)C=C(C=C1)OC (2-hydroxy-5-methoxybenzaldehyde), C(C)(C)N(CC)C(C)C (diisopropylethylamine), COCCl (chloromethyl methyl ether). The solvent is C(Cl)Cl (CH2Cl2). Reaction conditions: time 15 hour. Product: COC=1C=CC(=C(C=O)C1)OCOC (5-methoxy-2-methoxymethoxybenzaldehyde). The yield is 88.8%. RXN SMILES: [OH:1][C:2]1[CH:9]=[CH:8][C:7]([O:10][CH3:11])=[CH:6][C:3]=1[CH:4]=[O:5].C(N(C(C)C)CC)(C)C.[CH3:21][O:22][CH2:23]Cl.O>C(Cl)Cl>[CH3:11][O:10][C:7]1[CH:8]=[CH:9][C:2]([O:1][CH2:21][O:22][CH3:23])=[C:3]([CH:6]=1)[CH:4]=[O:5]. Procedure: To a solution of 2-hydroxy-5-methoxybenzaldehyde (10 g, 67.5 mmol) and diisopropylethylamine (14 mL, 80 mmol) in CH2Cl2 (100 mL) was added chloromethyl methyl ether (6.1 mL, 80 mmol) at 0° C., and the mixture was stirred for 15 hours at room temperature. Then, water was added to the solution, the aqueous layer was extracted with CH2Cl2 (100 mL×3). The combined organic layer was washed with saturated aqueous NaCl (100 mL×2), water (100 mL×1), dried over MgSO4, and evaporated to afford the objecti... Reactants: [Si](C)(C)(C(C)(C)C)OCC1=CC2=C(C=N1)N(C=N2)C2=CC(=C(S2)C(=O)OC)O (methyl 5-[6-({[tert-butyl(dimethyl)silyl]oxy}methyl)-3H-imidazo[4,5-c]pyridin-3-yl]-3-hydroxythiophene-2-carboxylate), N(=NC(=O)OC(C)(C)C)C(=O)OC(C)(C)C (di-tert-butyl azodicarboxylate), FC(C1=C(C=CC=C1)C(C)O)(F)F (1-[2-(trifluoromethyl)phenyl]ethanol), C1(=CC=CC=C1)P(C1=CC=CC=C1)C1=CC=CC=C1 (triphenylphosphine). Run in ClCCl (dichloromethane). Product: [Si](C)(C)(C(C)(C)C)OCC1=CC2=C(C=N1)N(C=N2)C2=CC(=C(S2)C(=O)OC)OC(C)C2=C(C=CC=C2)C(F)(F)F (Methyl 5-[6-({[tert-butyl(dimethyl)silyl]oxy}methyl)-3H-imidazo[4,5-c]pyridin-3-yl]-3-{1-[2-(trifluoromethyl)phenyl]ethoxy}thiophene-2-carboxylate). Reaction SMILES: [Si:1]([O:8][CH2:9][C:10]1[N:15]=[CH:14][C:13]2[N:16]([C:19]3[S:23][C:22]([C:24]([O:26][CH3:27])=[O:25])=[C:21]([OH:28])[CH:20]=3)[CH:17]=[N:18][C:12]=2[CH:11]=1)([C:4]([CH3:7])([CH3:6])[CH3:5])([CH3:3])[CH3:2].[F:29][C:30]([F:41])([F:40])[C:31]1[CH:36]=[CH:35][CH:34]=[CH:33][C:32]=1[CH:37](O)[CH3:38].C1(P(C2C=CC=CC=2)C2C=CC=CC=2)C=CC=CC=1.N(C(OC(C)(C)C)=O)=NC(OC(C)(C)C)=O>ClCCl>[Si:1]([O:8][CH2:9][C:10]1[N:15]=[CH:14][C:13]2[N:16]([C:19]3[S:23][C:22]([C:24]([O:26][CH3:27])=[O:25])=[C:21]([O:28][CH:37]([C:32]4[CH:33]=[CH:34][CH:35]=[CH:36][C:31]=4[C:30]([F:29])([F:40])[F:41])[CH3:38])[CH:20]=3)[CH:17]=[N:18][C:12]=2[CH:11]=1)([C:4]([CH3:5])([CH3:6])[CH3:7])([CH3:2])[CH3:3]. Procedure details: In a similar manner as described for example B31, 10.0 g of methyl 5-[6-({[tert-butyl(dimethyl)silyl]oxy}methyl)-3H-imidazo[4,5-c]pyridin-3-yl]-3-hydroxythiophene-2-carboxylate, 6.8 g of 1-[2-(trifluoromethyl)phenyl]ethanol, 12.5 g of triphenylphosphine (polymer bound, ˜3 mmol/g) and 11.0 g of di-tert-butyl azodicarboxylate in 300 ml anhydrous dichloromethane yield the title compound.